From a dataset of the Open Reaction Database (ORD), a public repository of structured organic reaction records. describe an organic reaction: reactants, conditions, products, and yield The reactants are C(#N)C=1C(=C2C=CN(C2=CC1)CC(NO)=N)C(F)(F)F (2-[5-cyano-4-(trifluoromethyl)-1H-indol-1-yl]-N-hydroxyethanimidamide), ClC=1C(=C(C(=O)O)C=CC1)F (3-chloro-2-fluorobenzoic acid). Yields the product ClC=1C(=C(C=CC1)C1=NC(=NO1)CN1C=CC2=C(C(=CC=C12)C#N)C(F)(F)F)F (1-{[5-(3-Chloro-2-fluorophenyl)-1,2,4-oxadiazol-3-yl]methyl}-4-(trifluoromethyl)-1H-indole-5-carbonitrile). RXN SMILES: [C:1]([C:3]1[C:4]([C:17]([F:20])([F:19])[F:18])=[C:5]2[C:9](=[CH:10][CH:11]=1)[N:8]([CH2:12][C:13](=[NH:16])[NH:14][OH:15])[CH:7]=[CH:6]2)#[N:2].[Cl:21][C:22]1[C:23]([F:31])=[C:24]([CH:28]=[CH:29][CH:30]=1)[C:25](O)=O>>[Cl:21][C:22]1[C:23]([F:31])=[C:24]([C:25]2[O:15][N:14]=[C:13]([CH2:12][N:8]3[C:9]4[C:5](=[C:4]([C:17]([F:19])([F:20])[F:18])[C:3]([C:1]#[N:2])=[CH:11][CH:10]=4)[CH:6]=[CH:7]3)[N:16]=2)[CH:28]=[CH:29][CH:30]=1. Procedure: Synthesized as described in Example 241 from 2-[5-cyano-4-(trifluoromethyl)-1H-indol-1-yl]-N-hydroxyethanimidamide and 3-chloro-2-fluorobenzoic acid: MS (APCl) m/z 420 (M+1). Starting materials: CI, CN(C)C=O, [H-], [Na+], C=C1c2c(O)cc(C=O)cc2N2CC3NC3C1(O)O2. The product is C=C1c2c(OC)cc(C=O)cc2N2CC3NC3C1(O)O2. RXN SMILES: [CH3:22][I:23].[CH3:24][N:25]([CH3:26])[CH:27]=[O:28].[H-:20].[Na+:21].[OH:1][c:2]1[cH:3][c:4]([CH:18]=[O:19])[cH:5][c:6]2[c:14]1[C:13](=[CH2:15])[C:12]1([OH:17])[CH:11]3[CH:9]([CH2:8][N:7]2[O:16]1)[NH:10]3>>[O:1]([c:2]1[cH:3][c:4]([CH:18]=[O:19])[cH:5][c:6]2[c:14]1[C:13](=[CH2:15])[C:12]1([OH:17])[CH:11]3[CH:9]([CH2:8][N:7]2[O:16]1)[NH:10]3)[CH3:22]. Reactants: COC[C@@H](C)NC1=NC=NC(=C1N)C=1C(=NC(=CC1)OC)C ((R)-N4-(2-Methoxy-1-methyl-ethyl)-6-(6-methoxy-2-methyl-pyridin-3-yl)-pyrimidine-4,5-diamine), C(C(=O)C)(=O)OCC (ethyl pyruvate). The solvent is C(C)O (ethanol). Conditions: time 18 hour. Product: COC[C@@H](C)N1C(C(=NC=2C(=NC=NC12)C=1C(=NC(=CC1)OC)C)C)=O ((R)-8-(2-methoxy-1-methyl-ethyl)-4-(6-methoxy-2-methyl-pyridin-3-yl)-6-methyl-8H-pteridin-7-one). As a reaction SMILES: [CH3:1][O:2][CH2:3][C@H:4]([NH:6][C:7]1[C:12]([NH2:13])=[C:11]([C:14]2[C:15]([CH3:22])=[N:16][C:17]([O:20][CH3:21])=[CH:18][CH:19]=2)[N:10]=[CH:9][N:8]=1)[CH3:5].[C:23](OCC)(=[O:27])[C:24]([CH3:26])=O>C(O)C>[CH3:1][O:2][CH2:3][C@H:4]([N:6]1[C:7]2[N:8]=[CH:9][N:10]=[C:11]([C:14]3[C:15]([CH3:22])=[N:16][C:17]([O:20][CH3:21])=[CH:18][CH:19]=3)[C:12]=2[N:13]=[C:24]([CH3:26])[C:23]1=[O:27])[CH3:5]. Reported procedure: (R)-N4-(2-Methoxy-1-methyl-ethyl)-6-(6-methoxy-2-methyl-pyridin-3-yl)-pyrimidine-4,5-diamine (0.22 g, 0.74 mmol) was diluted in ethanol (8 ml) and ethyl pyruvate was added (0.82 ml, 7.4 mmol). The mixture was stirred for 18 hours at which time the solution was concentrated. After concentrating the solution the product was purified by preparative TLC eluting with 35% ethyl acetate in hexanes to yield 5.0 mg of (R)-8-(2-methoxy-1-methyl-ethyl)-4-(6-methoxy-2-methyl-pyridin-3-yl)-6-methyl-8H-pterid...